From a dataset of the Open Reaction Database (ORD), a public repository of structured organic reaction records. describe an organic reaction: reactants, conditions, products, and yield The reactants are CCOC(=O)c1cn2c3c(c(F)c(F)cc3c1=O)OCC2CF, [K+], O=[N+]([O-])[O-], O=S(=O)(O)O. Yields the product CCOC(=O)c1cn2c3c(c(F)c(F)c([N+](=O)[O-])c3c1=O)OCC2CF. RXN SMILES: [F:1][c:2]1[c:3]([F:23])[c:4]2[c:5]3[n:6]([cH:12][c:13]([C:18](=[O:19])[O:20][CH2:21][CH3:22])[c:14](=[O:17])[c:15]3[cH:16]1)[CH:7]([CH2:10][F:11])[CH2:8][O:9]2.[K+:28].[N+:24](=[O:25])([O-:26])[O-:27].[S:29](=[O:30])(=[O:31])([OH:32])[OH:33]>>[F:1][c:2]1[c:3]([F:23])[c:4]2[c:5]3[n:6]([cH:12][c:13]([C:18](=[O:19])[O:20][CH2:21][CH3:22])[c:14](=[O:17])[c:15]3[c:16]1[N+:24](=[O:25])[O-:26])[CH:7]([CH2:10][F:11])[CH2:8][O:9]2. Starting materials: N(=NC(=O)OCC)C(=O)OCC (diethyl azodicarboxylate), O=C1NC2=CC=NC=C2CC1NC(OCC1=CC=CC=C1)=O (Benzyl 2-oxo-1,2,3,4-tetrahydro-1,6-naphthyridin-3-ylcarbamate), C(C1=CC=CC=C1)O (benzyl alcohol), C1(=CC=CC=C1)P(C1=CC=CC=C1)C1=CC=CC=C1 (triphenylphosphine). Solvent: C1CCOC1 (THF), O1CCOCC1 (1,4-dioxane). Conditions: time 10 minute. The product is C(C1=CC=CC=C1)N1C(C(CC2=CN=CC=C12)NC(OCC1=CC=CC=C1)=O)=O (Benzyl 1-benzyl-2-oxo-1,2,3,4-tetrahydro-1,6-naphthyridin-3-ylcarbamate). The yield is 67.1%. RXN SMILES: [O:1]=[C:2]1[CH:11]([NH:12][C:13](=[O:22])[O:14][CH2:15][C:16]2[CH:21]=[CH:20][CH:19]=[CH:18][CH:17]=2)[CH2:10][C:9]2[C:4](=[CH:5][CH:6]=[N:7][CH:8]=2)[NH:3]1.[CH2:23](O)[C:24]1[CH:29]=[CH:28][CH:27]=[CH:26][CH:25]=1.C1(P(C2C=CC=CC=2)C2C=CC=CC=2)C=CC=CC=1.N(C(OCC)=O)=NC(OCC)=O>C1COCC1.O1CCOCC1>[CH2:23]([N:3]1[C:4]2[C:9](=[CH:8][N:7]=[CH:6][CH:5]=2)[CH2:10][CH:11]([NH:12][C:13](=[O:22])[O:14][CH2:15][C:16]2[CH:17]=[CH:18][CH:19]=[CH:20][CH:21]=2)[C:2]1=[O:1])[C:24]1[CH:29]=[CH:28][CH:27]=[CH:26][CH:25]=1. Reported procedure: To a solution of 1E (297 mg, 1 mmol) in THF (8 mL) and 1,4-dioxane (6 mL) was added benzyl alcohol (103 μL, 1 mmol) and triphenylphosphine (393.5 mg, 1.5 mmol), followed by diethyl azodicarboxylate (0.24 mL, 1.5 mmol). The reaction mixture was stirred at RT for 10 min. After this time, no starting material was detected by LC-MS. The reaction was concentrated. The residue was purified by silica gel (40 g) column chromatography eluting with a gradient of methonal (0-5%) in EtOAc to give the title ... Starting materials: O=C([O-])[O-], CN(C)C=O, [Cl-], ClCC=Cc1ccc(Cl)cc1, [K+], [K+], Nc1ccccc1N, [Na+], O. The product is Nc1ccccc1NCC=Cc1ccc(Cl)cc1. RXN SMILES: [C:20](=[O:21])([O-:22])[O-:23].[CH3:28][N:29]([CH3:30])[CH:31]=[O:32].[Cl-:27].[Cl:9][c:10]1[cH:11][cH:12][c:13]([CH:14]=[CH:15][CH2:16][Cl:17])[cH:18][cH:19]1.[K+:24].[K+:25].[NH2:1][c:2]1[cH:3][cH:4][cH:5][cH:6][c:7]1[NH2:8].[Na+:26].[OH2:33]>>[NH:1]([c:2]1[cH:3][cH:4][cH:5][cH:6][c:7]1[NH2:8])[CH2:16][CH:15]=[CH:14][c:13]1[cH:12][cH:11][c:10]([Cl:9])[cH:19][cH:18]1. The reactants are Cc1c(Br)c2c(c(C)c1NC(=O)CC(C)(C)C)C(c1ccc(C(C)C)cc1)CO2, CCOC(C)=O, COc1ccc(B(O)O)cc1, CCCCCC. Yields the product COc1ccc(-c2c(C)c(NC(=O)CC(C)(C)C)c(C)c3c2OCC3c2ccc(C(C)C)cc2)cc1. RXN SMILES: [Br:1][c:2]1[c:3]([CH3:29])[c:4]([NH:21][C:22]([CH2:23][C:24]([CH3:25])([CH3:26])[CH3:27])=[O:28])[c:5]([CH3:20])[c:6]2[c:10]1[O:9][CH2:8][CH:7]2[c:11]1[cH:12][cH:13][c:14]([CH:17]([CH3:18])[CH3:19])[cH:15][cH:16]1.[C:41]([O:42][CH2:43][CH3:44])(=[O:45])[CH3:46].[CH3:30][O:31][c:32]1[cH:33][cH:34][c:35]([B:38]([OH:39])[OH:40])[cH:36][cH:37]1.[CH3:47][CH2:48][CH2:49][CH2:50][CH2:51][CH3:52]>>[c:2]1(-[c:35]2[cH:34][cH:33][c:32]([O:31][CH3:30])[cH:37][cH:36]2)[c:3]([CH3:29])[c:4]([NH:21][C:22]([CH2:23][C:24]([CH3:25])([CH3:26])[CH3:27])=[O:28])[c:5]([CH3:20])[c:6]2[c:10]1[O:9][CH2:8][CH:7]2[c:11]1[cH:12][cH:13][c:14]([CH:17]([CH3:18])[CH3:19])[cH:15][cH:16]1. Reactants: ClC1=C2C(=NC=C1C=1C=NC=C(C(=O)N(C)C)C1)N(C=C2I)COCC[Si](C)(C)C (5-[4-chloro-3-iodo-1-(2-trimethylsilanyl-ethoxymethyl)-1H-pyrrolo[2,3-b]pyridin-5-yl]-N,N-dimethyl-nicotinamide), FC1=C(C=CC=C1)B(O)O (2-fluoro-phenylboronic acid), 1,1′-bis(diphenylphosphino)ferrocenepalladium(II)-dichloride dichloromethane. Run in C(C)(=O)OCC (ethyl acetate), C(C)#N (acetonitrile), C1(=CC=CC=C1)C (toluene), saturated aqueous solution, C([O-])(O)=O.[Na+] (sodium bicarbonate). Conditions: temperature 110 celsius. Product: ClC1=C2C(=NC=C1C=1C=NC=C(C(=O)N(C)C)C1)N(C=C2C2=C(C=CC=C2)F)COCC[Si](C)(C)C (5-[4-chloro-3-(2-fluoro-phenyl)-1-(2-trimethylsilanyl-ethoxymethyl)-1H-pyrrolo[2,3-b]pyridin-5-yl]-N,N-dimethyl-nicotinamide). Reaction SMILES: [Cl:1][C:2]1[C:7]([C:8]2[CH:9]=[N:10][CH:11]=[C:12]([CH:18]=2)[C:13]([N:15]([CH3:17])[CH3:16])=[O:14])=[CH:6][N:5]=[C:4]2[N:19]([CH2:23][O:24][CH2:25][CH2:26][Si:27]([CH3:30])([CH3:29])[CH3:28])[CH:20]=[C:21](I)[C:3]=12.[F:31][C:32]1[CH:37]=[CH:36][CH:35]=[CH:34][C:33]=1B(O)O>C(#N)C.C1(C)C=CC=CC=1.C(=O)(O)[O-].[Na+].C(OCC)(=O)C>[Cl:1][C:2]1[C:7]([C:8]2[CH:9]=[N:10][CH:11]=[C:12]([CH:18]=2)[C:13]([N:15]([CH3:17])[CH3:16])=[O:14])=[CH:6][N:5]=[C:4]2[N:19]([CH2:23][O:24][CH2:25][CH2:26][Si:27]([CH3:30])([CH3:29])[CH3:28])[CH:20]=[C:21]([C:33]3[CH:34]=[CH:35][CH:36]=[CH:37][C:32]=3[F:31])[C:3]=12 |f:4.5|. Procedure details: 78 mg (0.14 mmol) of (5-[4-chloro-3-iodo-1-(2-trimethylsilanyl-ethoxymethyl)-1H-pyrrolo[2,3-b]pyridin-5-yl]-N,N-dimethyl-nicotinamide, 21 mg (0.15 mmol) of 2-fluoro-phenylboronic acid and 6 mg (7 μmol) of (1,1′-bis(diphenylphosphino)ferrocenepalladium(II)-dichloride dichloromethane adduct were dissolved in a mixture of 2.6 mL of acetonitrile, 2.6 mL of toluene and 1.5 mL of a saturated aqueous solution of sodium bicarbonate. The resulting mixture was heated to 110° C. in a closed vial for 22 h. ... The reactants are N1(CCC1)C1=CC=C(C(=N1)CN1C(O[C@@H]([C@@H]1C)C1=CC(=CC(=C1)C(F)(F)F)C(F)(F)F)=O)C=1C(=C(C=CC1OC)/C=C/C(=O)OC)C (methyl (2E)-3-{3-[6-(azetidin-1-yl)-2-({(4S,5R)-5-[3,5-bis(trifluoromethyl)phenyl]-4-methyl-2-oxo-1,3-oxazolidin-3-yl}methyl)pyridin-3-yl]-4-methoxy-2-methylphenyl}prop-2-enoate), [H][H] (hydrogen). Reagents/catalysts: [Pd] (palladium on carbon). The solvent is CO (methanol). Reaction conditions: temperature 45 celsius, time 1.5 hour. Yields the product N1(CCC1)C1=CC=C(C(=N1)CN1C(O[C@@H]([C@@H]1C)C1=CC(=CC(=C1)C(F)(F)F)C(F)(F)F)=O)C=1C(=C(C=CC1OC)CCC(=O)O)C (3-{3-[6-(azetidin-1-yl)-2-({(4S,5R)-5-[3,5-bis(trifluoromethyl)phenyl]-4-methyl-2-oxo-1,3-oxazolidin-3-yl}methyl)pyridin-3-yl]-4-methoxy-2-methylphenyl}propanoic acid). As a reaction SMILES: [N:1]1([C:5]2[N:10]=[C:9]([CH2:11][N:12]3[C@@H:16]([CH3:17])[C@@H:15]([C:18]4[CH:23]=[C:22]([C:24]([F:27])([F:26])[F:25])[CH:21]=[C:20]([C:28]([F:31])([F:30])[F:29])[CH:19]=4)[O:14][C:13]3=[O:32])[C:8]([C:33]3[C:34]([CH3:47])=[C:35](/[CH:41]=[CH:42]/[C:43]([O:45]C)=[O:44])[CH:36]=[CH:37][C:38]=3[O:39][CH3:40])=[CH:7][CH:6]=2)[CH2:4][CH2:3][CH2:2]1.[H][H]>CO.[Pd]>[N:1]1([C:5]2[N:10]=[C:9]([CH2:11][N:12]3[C@@H:16]([CH3:17])[C@@H:15]([C:18]4[CH:19]=[C:20]([C:28]([F:30])([F:29])[F:31])[CH:21]=[C:22]([C:24]([F:25])([F:27])[F:26])[CH:23]=4)[O:14][C:13]3=[O:32])[C:8]([C:33]3[C:34]([CH3:47])=[C:35]([CH2:41][CH2:42][C:43]([OH:45])=[O:44])[CH:36]=[CH:37][C:38]=3[O:39][CH3:40])=[CH:7][CH:6]=2)[CH2:4][CH2:3][CH2:2]1. Reported procedure: To a solution of methyl (2E)-3-{3-[6-(azetidin-1-yl)-2-({(4S,5R)-5-[3,5-bis(trifluoromethyl)phenyl]-4-methyl-2-oxo-1,3-oxazolidin-3-yl}methyl)pyridin-3-yl]-4-methoxy-2-methylphenyl}prop-2-enoate (118 mg, 0.178 mmol) in methanol (2371 μl) was added palladium on carbon (10%) (59 mg, 0.178 mmol). This mixture was placed under a balloon of hydrogen gas and purged three times with vacuum, then allow to stir at 45° C. for 1.5 hours. LC/MS indicated complete conversion to desired product. The mixture w... Starting materials: BrC=1C(=CC(=C(C(=O)O)C1)O)O (5-bromo-2,4-dihydroxybenzoic acid), IC (iodomethane), C([O-])([O-])=O.[Cs+].[Cs+] (caesium carbonate), CN(C=O)C (N,N-dimethylformamide). Product: BrC=1C(=CC(=C(C(=O)O)C1)OC)OC (5-bromo-2,4-dimethoxybenzoic acid). Reaction SMILES: [Br:1][C:2]1[C:3](O)=[CH:4][C:5]([OH:11])=[C:6]([CH:10]=1)[C:7]([OH:9])=[O:8].IC.[C:15](=O)([O-])[O-].[Cs+].[Cs+].CN(C)[CH:23]=[O:24]>>[Br:1][C:2]1[C:3]([O:24][CH3:23])=[CH:4][C:5]([O:11][CH3:15])=[C:6]([CH:10]=1)[C:7]([OH:9])=[O:8] |f:2.3.4|. Procedure details: 1.1 A solution of 15 g of 5-bromo-2,4-dihydroxybenzoic acid, 14.4 ml of iodomethane and 62.9 g of caesium carbonate in 100 ml of N,N-dimethylformamide (DMF) is heated under reflux for 16 hours. The mixture is subjected to conventional work-up, giving 16.7 g of 5-bromo-2,4-dimethoxybenzoic acid (“1”). RXN SMILES: [CH2:1]([CH:8]([N:13]1[C:21](=[O:22])[C:20]2[C:15](=[CH:16][CH:17]=[CH:18][CH:19]=2)[C:14]1=[O:23])[CH:9]([OH:12])[CH2:10][OH:11])[C:2]1[CH:7]=[CH:6][CH:5]=[CH:4][CH:3]=1.N1C=CC=CC=1.[CH3:30][S:31](Cl)(=[O:33])=[O:32]>C(OCC)(=O)C>[O:23]=[C:14]1[C:15]2[C:20](=[CH:19][CH:18]=[CH:17][CH:16]=2)[C:21](=[O:22])[N:13]1[C@@H:8]([CH2:1][C:2]1[CH:7]=[CH:6][CH:5]=[CH:4][CH:3]=1)[C@H:9]([OH:12])[CH2:10][O:11][S:31]([CH3:30])(=[O:33])=[O:32]. Run in C(C)(=O)OCC (ethyl acetate), C(C)(=O)OCC (ethyl acetate). The yield is 43.0%. Procedure details: A solution of 0.51 g of an 83:17 mixture of the (1S,2S) and (1S,2R) isomers of 2-(1-benzyl-2,3-dihydroxypropyl)-2,3-dihydro-1H-isoindole-1,3-dione, 0.4 ml of pyridine and 1 ml of ethyl acetate is treated with 0.15 ml of methanesulfonyl chloride and the mixture is stirred at room temperature for 4 hours. The mixture is diluted with ethyl acetate and washed with 2% hydrochloric acid, and the extracts are dried and filtered. The filtrate is evaporated and the residue is purified on silica gel with ... Yields the product O=C1N(C(C2=CC=CC=C12)=O)[C@H]([C@@H](COS(=O)(=O)C)O)CC1=CC=CC=C1 (methanesulfonic acid (2S,3S)-3-(1,3-dioxo-2,3-dihydro-1H-isoindol-2-yl)-2-hydroxy-4-phenylbutyl ester). Conditions: time 4 hour. Reactants: C(C1=CC=CC=C1)C(C(CO)O)N1C(C2=CC=CC=C2C1=O)=O (2-(1-benzyl-2,3-dihydroxypropyl)-2,3-dihydro-1H-isoindole-1,3-dione), N1=CC=CC=C1 (pyridine), CS(=O)(=O)Cl (methanesulfonyl chloride). Starting materials: BrCC1CO1, CN(C)C=O, [H-], [Na+], Oc1ccc(-c2ccccc2)cc1. Product: c1ccc(-c2ccc(OCC3CO3)cc2)cc1. As a reaction SMILES: [Br:14][CH2:15][CH:16]1[CH2:17][O:18]1.[CH3:21][N:22]([CH3:23])[CH:24]=[O:25].[H-:19].[Na+:20].[c:1]1(-[c:7]2[cH:8][cH:9][c:10]([OH:13])[cH:11][cH:12]2)[cH:2][cH:3][cH:4][cH:5][cH:6]1>>[c:1]1(-[c:7]2[cH:8][cH:9][c:10]([O:13][CH2:15][CH:16]3[CH2:17][O:18]3)[cH:11][cH:12]2)[cH:2][cH:3][cH:4][cH:5][cH:6]1. Reaction SMILES: [C:30]([Cl:31])([Cl:32])([Cl:33])[Cl:34].[CH3:35][C:36]#[N:37].[NH2:19][c:20]1[cH:21][c:22]([O:28][CH3:29])[c:23]([O:26][CH3:27])[cH:24][cH:25]1.[O:13]1[CH2:14][CH2:15][O:16][CH2:17][CH2:18]1.[O:1]([c:2]1[cH:3][cH:4][cH:5][cH:6][cH:7]1)[C:8](=[O:9])[N:10]=[C:11]=[O:12]>>[O:1]([c:2]1[cH:3][cH:4][cH:5][cH:6][cH:7]1)[C:8](=[O:9])[NH:10][C:11](=[O:12])[NH:19][c:20]1[cH:21][c:22]([O:28][CH3:29])[c:23]([O:26][CH3:27])[cH:24][cH:25]1. The product is COc1ccc(NC(=O)NC(=O)Oc2ccccc2)cc1OC. The reactants are ClC(Cl)(Cl)Cl, CC#N, COc1ccc(N)cc1OC, C1COCCO1, O=C=NC(=O)Oc1ccccc1.